From a dataset of the Open Reaction Database (ORD), a public repository of structured organic reaction records. describe an organic reaction: reactants, conditions, products, and yield As a reaction SMILES: [CH3:1][O:2][NH:3][CH2:4][C:5]1=[CH:14][c:13]2[c:8]([cH:9][c:10]([CH3:17])[c:11]([OH:16])[c:12]2[CH3:15])[O:7][C:6]12[CH2:18][CH2:19][CH2:20]2.[CH3:21][CH2:22][O:23][C:24](=[O:25])[CH3:26]>>[CH3:1][O:2][NH:3][CH2:4][CH:5]1[C:6]2([O:7][c:8]3[cH:9][c:10]([CH3:17])[c:11]([OH:16])[c:12]([CH3:15])[c:13]3[CH2:14]1)[CH2:18][CH2:19][CH2:20]2. Yields the product CONCC1Cc2c(cc(C)c(O)c2C)OC12CCC2. Starting materials: CONCC1=Cc2c(cc(C)c(O)c2C)OC12CCC2, CCOC(C)=O. Starting materials: NC1=C(C(=O)O)C=CC=C1Cl (2-amino-3-chlorobenzoic acid), CO (methanol), Cl (hydrogen chloride). Reaction conditions: temperature 65 celsius, time 10 hour. Yields the product NC1=C(C(=O)OC)C=CC=C1Cl (Methyl 2-Amino-3-chlorobenzoate). The yield is 75.0%. RXN SMILES: [NH2:1][C:2]1[C:10]([Cl:11])=[CH:9][CH:8]=[CH:7][C:3]=1[C:4]([OH:6])=[O:5].[CH3:12]O.Cl>>[NH2:1][C:2]1[C:10]([Cl:11])=[CH:9][CH:8]=[CH:7][C:3]=1[C:4]([O:6][CH3:12])=[O:5]. Reported procedure: 5.13 g (0.03 mol) of 2-amino-3-chlorobenzoic acid and 24 ml (0.59 mol) of methanol were added to a 100 ml four-necked flask equipped with a stirrer, a reflux condenser, a thermometer, and a dropping funnel, and a hydrogen chloride gas was blown in with stirring at 65° C. After 10 hours, the reaction solution was analyzed by HPLC by the absolute calibration method, and as a result, the yield was 75%. Starting materials: [Si](C)(C)(C(C)(C)C)OCCNC1CCCC1 ([2-(tert-butyl-dimethylsilanyloxy)-ethyl]-cyclopentylamine), C1(CC1)C=O (cyclopropanecarbaldehyde), [Si](C)(C)(C(C)(C)C)OCCN (2-(tert-butyl-dimethylsilanyloxy)-ethylamine). Product: [Si](C)(C)(C(C)(C)C)OCCNCC1CC1 ([2-(tert-Butyl-dimethylsilanyloxy)-ethyl]-cyclopropylmethyl-amine). The yield is 28.5%. Reaction SMILES: [Si:1]([O:8][CH2:9][CH2:10][NH:11][CH:12]1[CH2:16][CH2:15][CH2:14]C1)([C:4]([CH3:7])([CH3:6])[CH3:5])([CH3:3])[CH3:2].C1(C=O)CC1.[Si](OCCN)(C(C)(C)C)(C)C>>[Si:1]([O:8][CH2:9][CH2:10][NH:11][CH2:12][CH:16]1[CH2:15][CH2:14]1)([C:4]([CH3:5])([CH3:6])[CH3:7])([CH3:2])[CH3:3]. Reported procedure: This compound was prepared following the same method as described for [2-(tert-butyl-dimethylsilanyloxy)-ethyl]-cyclopentyl-amine (8e) from cyclopropanecarbaldehyde (300 mg, 4.23 mmol) and 2-(tert-butyl-dimethylsilanyloxy)-ethylamine (8c) (975 mg, 5.56 mmol). The product was obtained as a colourless liquid (280 mg, 28.51%). Starting materials: [Cl-].ClC(CC[N+](C)(C)CC(C)O)CCCCCCCCCCCCCCC (3-Chloro-2-hydroxypropyl stearyl dimethylammonium chloride), [OH-].[Na+] (sodium hydroxide), OCCCNC(C(O)C(C)(C)CO)=O (d,l- panthenol). Run in O (water), O (water). The product is [Cl-].O1C(C[N+](C)(C)CCCCCCCCCCCCCCCCCC)C1 (2,3-Epoxypropyl stearyl dimethyl ammonium chloride). RXN SMILES: OCCCNC(=O)C(C(CO)(C)C)O.[Cl-].[Cl:16][CH:17]([CH2:27][CH2:28][CH2:29][CH2:30][CH2:31][CH2:32][CH2:33][CH2:34][CH2:35][CH2:36][CH2:37][CH2:38][CH2:39][CH2:40][CH3:41])[CH2:18][CH2:19][N+:20]([CH2:23][CH:24]([OH:26])[CH3:25])([CH3:22])[CH3:21].[OH-].[Na+]>O>[Cl-:16].[O:26]1[CH2:25][CH:24]1[CH2:23][N+:20]([CH2:19][CH2:18][CH2:17][CH2:27][CH2:28][CH2:29][CH2:30][CH2:31][CH2:32][CH2:33][CH2:34][CH2:35][CH2:36][CH2:37][CH2:38][CH2:39][CH2:40][CH3:41])([CH3:22])[CH3:21] |f:1.2,3.4,6.7|. Procedure: In a two liter reaction flask, fitted with a stirrer, thermometer, reflux condenser, heating mantle and a feed funnel, 205 grams of deionized water was charged. 205 grams (1 mole) of d,l- panthenol was charged into the water and stirred until dissolved. In a separate stirred one liter vessel, 852 grams (1 mole) of 50% aqueous QUAB 426 (3-Chloro-2-hydroxypropyl stearyl dimethylammonium chloride) was reacted with approximately 80 grams (1 mole) of 50% aqueous sodium hydroxide solution, to form a s... Reactants: C(=O)(O)[O-].[Na+] (NaHCO3), C(C)(=O)[O-].[NH4+] (Ammonium acetate), [BH3-]C#N.[Na+] (NaBH3CN), CC(=O)C1=CC(=C(C=C1)Cl)[N+](=O)[O-] (4-chloro-3-nitroacetophenone). Solvent: CCOC(=O)C (EtOAc), CO (MeOH). Run at time 20 hour. Yields the product ClC1=C(CC(CN)(C=C1)C)[N+](=O)[O-] (4-Chloro-1-methyl-3-nitrobenzylamine). RXN SMILES: C([O-])(=O)C.[NH4+].[BH3-][C:7]#[N:8].[Na+].C[C:11]([C:13]1[CH:18]=[CH:17][C:16]([Cl:19])=[C:15]([N+:20]([O-:22])=[O:21])[CH:14]=1)=O.C([O-])(O)=O.[Na+]>CO.CCOC(C)=O>[Cl:19][C:16]1[CH:17]=[CH:18][C:13]([CH3:11])([CH2:7][NH2:8])[CH2:14][C:15]=1[N+:20]([O-:22])=[O:21] |f:0.1,2.3,5.6|. Reported procedure: Ammonium acetate (3.86 g, 50 mmol), NaBH3CN (0.22 g, 3.5 mmol), and 3 Å molecular sieves (25 g) were added to a mixture of 4-chloro-3-nitroacetophenone (1.00 g, 5 mmol) in MeOH (15 mL) at rt. The mixture was stirred at rt for 20 h and NaHCO3 (aq, sat) and EtOAc were added. The mixture was filtered and the aq layer washed with EtOAc. The combined organic phases were dried over Na2SO4 and concentrated to give the sub-title compound. Yield: 0.27 g (27%). Reactants: C(C)(C)(C)C1=CC(=NO1)NC(=O)NC1=CC(=CC=C1)SC1=NC=NC2=CC(=C(C=C12)OCCCl)OC (1-(5-tert-butylisoxazol-3-yl)-3-(3-(6-(2-chloroethoxy)-7-methoxyquinazolin-4-ylthio)phenyl)urea), N1CCOCC1 (morpholine). Product: C(C)(C)(C)C1=CC(=NO1)NC(=O)NC1=CC(=CC=C1)SC1=NC=NC2=CC(=C(C=C12)OCCN1CCOCC1)OC (1-(5-tert-butylisoxazol-3-yl)-3-(3-(7-methoxy-6-(2-morpholinoethoxy)quinazolin-4-ylthio)phenyl)urea). Yield: 13.2%. As a reaction SMILES: [C:1]([C:5]1[O:9][N:8]=[C:7]([NH:10][C:11]([NH:13][C:14]2[CH:19]=[CH:18][CH:17]=[C:16]([S:20][C:21]3[C:30]4[C:25](=[CH:26][C:27]([O:35][CH3:36])=[C:28]([O:31][CH2:32][CH2:33]Cl)[CH:29]=4)[N:24]=[CH:23][N:22]=3)[CH:15]=2)=[O:12])[CH:6]=1)([CH3:4])([CH3:3])[CH3:2].[NH:37]1[CH2:42][CH2:41][O:40][CH2:39][CH2:38]1>>[C:1]([C:5]1[O:9][N:8]=[C:7]([NH:10][C:11]([NH:13][C:14]2[CH:19]=[CH:18][CH:17]=[C:16]([S:20][C:21]3[C:30]4[C:25](=[CH:26][C:27]([O:35][CH3:36])=[C:28]([O:31][CH2:32][CH2:33][N:37]5[CH2:42][CH2:41][O:40][CH2:39][CH2:38]5)[CH:29]=4)[N:24]=[CH:23][N:22]=3)[CH:15]=2)=[O:12])[CH:6]=1)([CH3:4])([CH3:3])[CH3:2]. Procedure details: The urea intermediate from Example 65A (200 mg, 0.38 mmol) and morpholine (0.099 mL, 1.14 mmol) in the manner described in Example 57B to afford 1-(5-tert-butylisoxazol-3-yl)-3-(3-(7-methoxy-6-(2-morpholinoethoxy)quinazolin-4-ylthio)phenyl)urea as a colorless solid (29 mg, 13%). 1H NMR (300 MHz, DMSO-d6) δ 9.58 (brs, 1H), 9.02 (brs, 1H), 8.69 (s, 1H), 7.84 (s, 1H), 7.26-7.49 (m, 5H), 6.48 (s, 1H), 4.30-4.32 (m, 2H), 3.99 (s, 3H), 3.60-3.62 (m, 4H), 2.80 (m, 2H), 2.49-2.52 (m, 4H), 1.27 (s, 9H); ... Starting materials: COC=1C=C(C=CC1OCC=1N=C(OC1C)C1=CC=CC=C1)CCC1OCCO1 (2-[2-[3-methoxy-4-(5-methyl-2-phenyl-4-oxazolylmethoxy)phenyl]ethyl]-1.3-dioxolane). Solvent: C(C)(=O)O (acetic acid). Yields the product COC=1C=C(C=CC1OCC=1N=C(OC1C)C1=CC=CC=C1)CCC=O (3-[3-methoxy-4-(5-methyl-2-phenyl-4-oxazolylmethoxy)phenyl]propionaldehyde). Isolated yield 86.2%. RXN SMILES: [CH3:1][O:2][C:3]1[CH:4]=[C:5]([CH2:23][CH2:24][CH:25]2OCC[O:26]2)[CH:6]=[CH:7][C:8]=1[O:9][CH2:10][C:11]1[N:12]=[C:13]([C:17]2[CH:22]=[CH:21][CH:20]=[CH:19][CH:18]=2)[O:14][C:15]=1[CH3:16]>C(O)(=O)C>[CH3:1][O:2][C:3]1[CH:4]=[C:5]([CH2:23][CH2:24][CH:25]=[O:26])[CH:6]=[CH:7][C:8]=1[O:9][CH2:10][C:11]1[N:12]=[C:13]([C:17]2[CH:22]=[CH:21][CH:20]=[CH:19][CH:18]=2)[O:14][C:15]=1[CH3:16]. Procedure details: A mixture of 2-[2-[3-methoxy-4-(5-methyl-2-phenyl-4-oxazolylmethoxy)phenyl]ethyl]-1.3-dioxolane (2.73 g) and an aqueous solution of acetic acid (50%, 75 ml) was stirred for 3 hours at 80° C. The reaction mixture was concentrated under reduced pressure. The residue was poured into water and made alkaline with potassium carbonate, followed by extraction with ethyl acetate. The ethyl acetate layer was washed with water and dried (MgSO4), followed by distilling off the solvent to yield 3-[3-methoxy-...